describe an organic reaction: reactants, conditions, products, and yield From a dataset of the Open Reaction Database (ORD), a public repository of structured organic reaction records. Yields the product C(C1=CC=CC=C1)OC=1C=C2C(C(COC2=CC1)OC1=CC(=CC=C1)OC)=O (6-Benzyloxy-3-(3-methoxyphenoxy)-4-chromanone). Procedure details: Replacing the phenol with a molar equivalent of 3-methoxyphenol, the method of Example 9 was employed to convert 3-diazo-6-benzyloxy-4-chromanone (76 g) to present title product, 5.5 g, m.p. 98°-100° C. 1H-NMR(CDCl3)delta(ppm): 3.85 (s, 3H), 4.45-4.65 (m, 2H), 5.0-5.2 (m, 3H), 6.5-7.6 (m, 12H). Reaction SMILES: C1(O)C=CC=CC=1.[CH3:8][O:9][C:10]1[CH:11]=[C:12]([OH:16])[CH:13]=[CH:14][CH:15]=1.[N+](=[C:19]1[C:28](=[O:29])[C:27]2[C:22](=[CH:23][CH:24]=[C:25]([O:30][CH2:31][C:32]3[CH:37]=[CH:36][CH:35]=[CH:34][CH:33]=3)[CH:26]=2)[O:21][CH2:20]1)=[N-]>>[CH2:31]([O:30][C:25]1[CH:26]=[C:27]2[C:22](=[CH:23][CH:24]=1)[O:21][CH2:20][CH:19]([O:16][C:12]1[CH:13]=[CH:14][CH:15]=[C:10]([O:9][CH3:8])[CH:11]=1)[C:28]2=[O:29])[C:32]1[CH:37]=[CH:36][CH:35]=[CH:34][CH:33]=1. Starting materials: C1(=CC=CC=C1)O (phenol), COC=1C=C(C=CC1)O (3-methoxyphenol), [N+](=[N-])=C1COC2=CC=C(C=C2C1=O)OCC1=CC=CC=C1 (3-diazo-6-benzyloxy-4-chromanone). Starting materials: N#Cc1ccc(B(O)O)cc1, Cc1ccccc1, CCO, COc1cccc(C=Cc2nc3sc(Cl)cn3c(=O)c2I)c1OCC(C)(C)C, [Na+], [Na+], O=C([O-])[O-], O. Product: COc1cccc(C=Cc2nc3sc(Cl)cn3c(=O)c2-c2ccc(C#N)cc2)c1OCC(C)(C)C. RXN SMILES: [C:29](#[N:30])[c:31]1[cH:32][cH:33][c:34]([B:37]([OH:38])[OH:39])[cH:35][cH:36]1.[CH3:46][c:47]1[cH:48][cH:49][cH:50][cH:51][cH:52]1.[CH3:53][CH2:54][OH:55].[Cl:1][c:2]1[cH:3][n:4]2[c:5]([n:6][c:7]([CH:12]=[CH:13][c:14]3[c:15]([O:22][CH2:23][C:24]([CH3:25])([CH3:26])[CH3:27])[c:16]([O:20][CH3:21])[cH:17][cH:18][cH:19]3)[c:8]([I:11])[c:9]2=[O:10])[s:28]1.[Na+:40].[Na+:41].[O-:42][C:43](=[O:44])[O-:45].[OH2:56]>>[Cl:1][c:2]1[cH:3][n:4]2[c:5]([n:6][c:7]([CH:12]=[CH:13][c:14]3[c:15]([O:22][CH2:23][C:24]([CH3:25])([CH3:26])[CH3:27])[c:16]([O:20][CH3:21])[cH:17][cH:18][cH:19]3)[c:8](-[c:34]3[cH:33][cH:32][c:31]([C:29]#[N:30])[cH:36][cH:35]3)[c:9]2=[O:10])[s:28]1. The reactants are BrC1=CC=C(C=C1)CN1S(CCC1)(=O)=O (2-[(4-bromophenyl)methyl]isothiazolidine 1,1-dioxide), FC(C1=NNC=2CCCCC12)(F)F (3-(trifluoromethyl)-4,5,6,7-tetrahydro-1H-indazole), CN(CC(=O)O)C (N,N-dimethylglycine), C([O-])([O-])=O.[K+].[K+] (potassium carbonate). The reagents and catalysts are [Cu]I (copper (I) iodide). Run in CS(=O)C (dimethylsulfoxide). Run at temperature 190 celsius, time 30 minute. The product is O=S1(N(CCC1)CC1=CC=C(C=C1)N1N=C(C=2CCCCC12)C(F)(F)F)=O (1-{4-[(1,1-dioxido-2-isothiazolidinyl)methyl]phenyl}-3-(trifluoromethyl)-4,5,6,7-tetrahydro-1H-indazole). The yield is 25.8%. As a reaction SMILES: Br[C:2]1[CH:7]=[CH:6][C:5]([CH2:8][N:9]2[CH2:13][CH2:12][CH2:11][S:10]2(=[O:15])=[O:14])=[CH:4][CH:3]=1.[F:16][C:17]([F:28])([F:27])[C:18]1[C:26]2[CH2:25][CH2:24][CH2:23][CH2:22][C:21]=2[NH:20][N:19]=1.CN(C)CC(O)=O.C(=O)([O-])[O-].[K+].[K+]>CS(C)=O.[Cu]I>[O:14]=[S:10]1(=[O:15])[CH2:11][CH2:12][CH2:13][N:9]1[CH2:8][C:5]1[CH:6]=[CH:7][C:2]([N:20]2[C:21]3[CH2:22][CH2:23][CH2:24][CH2:25][C:26]=3[C:18]([C:17]([F:16])([F:28])[F:27])=[N:19]2)=[CH:3][CH:4]=1 |f:3.4.5|. Procedure: A mixture of 2-[(4-bromophenyl)methyl]isothiazolidine 1,1-dioxide (290 mg, 1.0 mmol), 3-(trifluoromethyl)-4,5,6,7-tetrahydro-1H-indazole (190 mg, 1.0 mmol), N,N-dimethylglycine (20 mol %, 21 mg, 0.2 mmol), copper (I) iodide (10 mol %, 19 mg, 0.1 mmol) and potassium carbonate (2 mmol, 276 mg) in dimethylsulfoxide (4 ml) was stirred at 190° C. in a microwave reactor for 30 minutes. The reaction mix was partitioned between dichloromethane (5 ml) and water (5 ml). The organic layer was added to a 5 ... Procedure: In a flame dried round-bottomed flask equipped with a magnetic stir bar and under inert atmosphere (N2), a solution of 2-methyl-5-(m-tolyl)oxazole-4-carboxylic acid (WO 2009/077990) (1.38 g, 6.33 mmol) in dry toluene (63 mL) was treated with DMF (0.02 mL, 0.3 mmol) followed by oxalyl chloride (0.84 mL, 9.50 mmol) and the reaction mixture was stirred at rt for 50 min. The solvent was then removed under reduced pressure. The resulting acid chloride was dissolved in CH2Cl2 (23 mL) and added dropwis... The solvent is C(Cl)Cl (CH2Cl2), O (Water), C1(=CC=CC=C1)C (toluene). Product: C(C)(=O)C=1N=C(OC1)CN1N=CC(=N1)NC(=O)C=1N=C(OC1C=1C=C(C=CC1)C)C (N-(2-((4-Acetyloxazol-2-yl)methyl)-2H-1,2,3-triazol-4-yl)-2-methyl-5-(m-tolyl)oxazole-4-carboxamide). As a reaction SMILES: N#N.[CH3:3][C:4]1[O:5][C:6]([C:12]2[CH:13]=[C:14]([CH3:18])[CH:15]=[CH:16][CH:17]=2)=[C:7]([C:9]([OH:11])=O)[N:8]=1.CN(C=O)C.C(Cl)(=O)C(Cl)=O.[NH2:30][C:31]1[CH:35]=[N:34][N:33]([CH2:36][C:37]2[O:38][CH:39]=[C:40]([C:42](=[O:44])[CH3:43])[N:41]=2)[N:32]=1.CCN(C(C)C)C(C)C>C1(C)C=CC=CC=1.C(Cl)Cl.O>[C:42]([C:40]1[N:41]=[C:37]([CH2:36][N:33]2[N:32]=[C:31]([NH:30][C:9]([C:7]3[N:8]=[C:4]([CH3:3])[O:5][C:6]=3[C:12]3[CH:13]=[C:14]([CH3:18])[CH:15]=[CH:16][CH:17]=3)=[O:11])[CH:35]=[N:34]2)[O:38][CH:39]=1)(=[O:44])[CH3:43]. The reactants are NC1=NN(N=C1)CC=1OC=C(N1)C(C)=O (1-(2-((4-amino-2H-1,2,3-triazol-2-yl)methyl)oxazol-4-yl)ethanone), CCN(C(C)C)C(C)C (DIPEA), N#N (N2), C(C(=O)Cl)(=O)Cl (oxalyl chloride), CC=1OC(=C(N1)C(=O)O)C=1C=C(C=CC1)C (2-methyl-5-(m-tolyl)oxazole-4-carboxylic acid), CN(C)C=O (DMF). Conditions: time 50 minute. Reactants: O1C(=CC=C1)C=1OC(=C(N1)COC1=CC=C(COC2=NN(C=C2C=O)C2=CC=CC=C2)C=C1)C (3-[(4-{[2-(2-furyl)-5-methyl-1,3-oxazol-4-yl]methoxy}benzyl)oxy]-1-phenyl-1H-pyrazole-4-carbaldehyde), C(P(OCC)(OCC)=O)P(OCC)(OCC)=O (tetraethyl methylenediphosphonate), CN(C=O)C (N,N-dimethylformamide), [H-].[Na+] (sodium hydride). Solvent: O (water). Run at time 15 hour. Yields the product O1C(=CC=C1)C=1OC(=C(N1)COC1=CC=C(COC2=NN(C=C2/C=C/P(OCC)(OCC)=O)C2=CC=CC=C2)C=C1)C (diethyl (E)-2-{3-[(4-{[2-(2-furyl)-5-methyl-1,3-oxazol-4-yl]methoxy}benzyl)oxy]-1-phenyl-1H-pyrazol-4-yl}ethenylphosphonate). Isolated yield 64.7%. Reaction SMILES: [O:1]1[CH:5]=[CH:4][CH:3]=[C:2]1[C:6]1[O:7][C:8]([CH3:34])=[C:9]([CH2:11][O:12][C:13]2[CH:33]=[CH:32][C:16]([CH2:17][O:18][C:19]3[C:23]([CH:24]=O)=[CH:22][N:21]([C:26]4[CH:31]=[CH:30][CH:29]=[CH:28][CH:27]=4)[N:20]=3)=[CH:15][CH:14]=2)[N:10]=1.[CH2:35](P(=O)(OCC)OCC)[P:36](=[O:43])([O:40][CH2:41][CH3:42])[O:37][CH2:38][CH3:39].CN(C)C=O.[H-].[Na+]>O>[O:1]1[CH:5]=[CH:4][CH:3]=[C:2]1[C:6]1[O:7][C:8]([CH3:34])=[C:9]([CH2:11][O:12][C:13]2[CH:14]=[CH:15][C:16]([CH2:17][O:18][C:19]3[C:23](/[CH:24]=[CH:35]/[P:36](=[O:43])([O:40][CH2:41][CH3:42])[O:37][CH2:38][CH3:39])=[CH:22][N:21]([C:26]4[CH:31]=[CH:30][CH:29]=[CH:28][CH:27]=4)[N:20]=3)=[CH:32][CH:33]=2)[N:10]=1 |f:3.4|. Procedure details: To a mixture of 3-[(4-{[2-(2-furyl)-5-methyl-1,3-oxazol-4-yl]methoxy}benzyl)oxy]-1-phenyl-1H-pyrazole-4-carbaldehyde (0.37 g), tetraethyl methylenediphosphonate (0.26 g) and N,N-dimethylformamide (20 mL) was added sodium hydride (60% in oil, 0.04 g) at room temperature, and the mixture was stirred at the same temperature for 15 hrs. The reaction mixture was poured into water and the mixture was extracted with ethyl acetate. The organic layer was washed with saturated brine, dried over anhydrous ...